Dataset: the Open Reaction Database (ORD), a public repository of structured organic reaction records. Task: describe an organic reaction: reactants, conditions, products, and yield Reactants: C1=CC=CC=2SC3=CC=CC=C3NC12 (phenothiazine), IC1=CC=CC=C1 (iodobenzene), C([O-])([O-])=O.[K+].[K+] (potassium carbonate), C1COCCOCCOCCOCCOCCO1 (18-crown-6). The reagents and catalysts are [Cu] (copper). Run in ClC1=C(C=CC=C1)Cl (1,2-dichlorobenzene). The product is C1(=CC=CC=C1)N1C2=CC=CC=C2SC=2C=CC=CC12 (10-phenylphenothiazine). Reaction SMILES: [CH:1]1[C:14]2[NH:13][C:12]3[C:7](=[CH:8][CH:9]=[CH:10][CH:11]=3)[S:6][C:5]=2[CH:4]=[CH:3][CH:2]=1.I[C:16]1[CH:21]=[CH:20][CH:19]=[CH:18][CH:17]=1.C(=O)([O-])[O-].[K+].[K+].C1OCCOCCOCCOCCOCCOC1>ClC1C=CC=CC=1Cl.[Cu]>[C:16]1([N:13]2[C:14]3[CH:1]=[CH:2][CH:3]=[CH:4][C:5]=3[S:6][C:7]3[C:12]2=[CH:11][CH:10]=[CH:9][CH:8]=3)[CH:21]=[CH:20][CH:19]=[CH:18][CH:17]=1 |f:2.3.4|. Procedure details: A mixture of phenothiazine (15 g, 0.075 mol), 23 g (0.11 mol) of iodobenzene, 9.6 g (0.150 mol) of copper powder, 35.3 g (0.26 mol) of potassium carbonate, and 1.98 g (0.0075 mol) of 18-crown-6 in 20 ml of 1,2-dichlorobenzene was reflux under nitrogen for 24 hour. The inorganic components were removed by filtering the hot reaction mixture. The crude product formed crystals from the reaction mixture. The product was purified by recrystallization from methanol. The yield of 10-phenylphenothiazine ... Starting materials: CCOC(=O)N=C=S, C1COCCO1, Nc1cccc(-c2ccsc2)n1. RXN SMILES: [CH2:13]([CH3:14])[O:15][C:16](=[O:17])[N:18]=[C:19]=[S:20].[O:21]1[CH2:22][CH2:23][O:24][CH2:25][CH2:26]1.[s:1]1[cH:2][c:3](-[c:6]2[cH:7][cH:8][cH:9][c:10]([NH2:12])[n:11]2)[cH:4][cH:5]1>>[s:1]1[cH:2][c:3](-[c:6]2[cH:7][cH:8][cH:9][c:10]([NH:12][C:19]([NH:18][C:16]([O:15][CH2:13][CH3:14])=[O:17])=[S:20])[n:11]2)[cH:4][cH:5]1. The product is CCOC(=O)NC(=S)Nc1cccc(-c2ccsc2)n1.